Dataset: the Open Reaction Database (ORD), a public repository of structured organic reaction records. Task: describe an organic reaction: reactants, conditions, products, and yield Reactants: O1CCCC1 (tetrahydrofuran), C(CN)N (ethylenediamine), O1CCCC1 (tetrahydrofuran), C1(CC1)OC=1C=C(C=CC1OC(F)F)C1=CC2=C(C=NNC2=O)N1COCC[Si](C)(C)C (2-(3-cyclopropoxy-4-difluoromethoxyphenyl)-1-(2-trimethylsilylethoxymethyl)-1,5-dihydropyrrolo[2,3-d]pyridazin-4-one), [F-].C(CCC)[N+](CCCC)(CCCC)CCCC (tetrabutylammonium fluoride). Run in CCCCCC (hexane), O (water). Yields the product C1(CC1)OC=1C=C(C=CC1OC(F)F)C1=CC2=C(C=NNC2=O)N1 (2-(3-Cyclopropoxy-4-difluoromethoxyphenyl)-1,5-dihydropyrrolo[2,3-d]pyridazin-4-one). Yield: 85.0%. As a reaction SMILES: [CH:1]1([O:4][C:5]2[CH:6]=[C:7]([C:15]3[N:24](COCC[Si](C)(C)C)[C:18]4[CH:19]=[N:20][NH:21][C:22](=[O:23])[C:17]=4[CH:16]=3)[CH:8]=[CH:9][C:10]=2[O:11][CH:12]([F:14])[F:13])[CH2:3][CH2:2]1.O1CCCC1.C(N)CN.[F-].C([N+](CCCC)(CCCC)CCCC)CCC>CCCCCC.O>[CH:1]1([O:4][C:5]2[CH:6]=[C:7]([C:15]3[NH:24][C:18]4[CH:19]=[N:20][NH:21][C:22](=[O:23])[C:17]=4[CH:16]=3)[CH:8]=[CH:9][C:10]=2[O:11][CH:12]([F:13])[F:14])[CH2:2][CH2:3]1 |f:3.4|. Reported procedure: To 750 mg (1.62 mmol) of 2-(3-cyclopropoxy-4-difluoromethoxyphenyl)-1-(2-trimethylsilylethoxymethyl)-1,5-dihydropyrrolo[2,3-d]pyridazin-4-one obtained in Example 1-(a) were added 2.5 ml of tetrahydrofuran, 0.22 ml of ethylenediamine and 16.5 ml of tetrahydrofuran solution containing 1M tetrabutylammonium fluoride, and the mixture was refluxed for 48 hours. After completion of the reaction, water and hexane were added to the reaction mixture, precipitated solid was collected by filtration, and dr...